From a dataset of the Open Reaction Database (ORD), a public repository of structured organic reaction records. describe an organic reaction: reactants, conditions, products, and yield Reactants: C(C)(C)(C)C1=CN=CN1COCC[Si](C)(C)C (5-tert-butyl-1-(2-trimethylsilanyl-ethoxymethyl)-1H-imidazole), [Li]CCCC (n-BuLi), CN(C)C=O (DMF). Product: C(C)(C)(C)C1=CN=C(N1COCC[Si](C)(C)C)C=O (5-tert-Butyl-1-(2-trimethylsilanyl-ethoxymethyl)-1H-imidazole-2-carbaldehyde). Isolated yield 98.7%. Reaction SMILES: [C:1]([C:5]1[N:9]([CH2:10][O:11][CH2:12][CH2:13][Si:14]([CH3:17])([CH3:16])[CH3:15])[CH:8]=[N:7][CH:6]=1)([CH3:4])([CH3:3])[CH3:2].[Li]CCCC.CN([CH:26]=[O:27])C>>[C:1]([C:5]1[N:9]([CH2:10][O:11][CH2:12][CH2:13][Si:14]([CH3:17])([CH3:16])[CH3:15])[C:8]([CH:26]=[O:27])=[N:7][CH:6]=1)([CH3:4])([CH3:2])[CH3:3]. Procedure details: Reaction 5-tert-butyl-1-(2-trimethylsilanyl-ethoxymethyl)-1H-imidazole (276 mg, 1.09 mmol), 2.5 M n-BuLi (567 uL, 1.42 mmol), and DMF (253 uL, 3.27 mmol) for 2 h at −40° C. gave the title compound (304 mg, 99%) as a yellow solid. 1H NMR (300 MHz, CDCl3) δ 0.00 (s, 9H), 0.91 (t, 2H, J=9.0 Hz), 1.33 (s, 9H), 3.57 (t, 2H, J=7.5 Hz), 5.72 (s, 2H), 7.10 (s, 1H), 9.80 (s, 1H). The reactants are CC1=C(OC2=C1C(=CC=C2C(=O)C=2SC=CC2)OC)C(=O)O (3-Methyl-4-methoxy-7-(2-thienoyl)benzofuran-2-carboxylic acid), N1=CC=CC2=CC=CC=C12 (quinoline), Cl (HCl). Reagents/catalysts: [Cu] (copper). The solvent is C(Cl)(Cl)Cl (Chloroform). Conditions: temperature 210 celsius, time 5 minute. The product is CC1=COC2=C1C(=CC=C2C(=O)C=2SC=CC2)OC (3-methyl-4-methoxy-7-(2-thienoyl)benzofuran). As a reaction SMILES: [CH3:1][C:2]1[C:6]2[C:7]([O:18][CH3:19])=[CH:8][CH:9]=[C:10]([C:11]([C:13]3[S:14][CH:15]=[CH:16][CH:17]=3)=[O:12])[C:5]=2[O:4][C:3]=1C(O)=O.N1C2C(=CC=CC=2)C=CC=1.Cl>[Cu].C(Cl)(Cl)Cl>[CH3:1][C:2]1[C:6]2[C:7]([O:18][CH3:19])=[CH:8][CH:9]=[C:10]([C:11]([C:13]3[S:14][CH:15]=[CH:16][CH:17]=3)=[O:12])[C:5]=2[O:4][CH:3]=1. Procedure details: An intimate mixture of compound 2 (3.50 g, 11.0 mmol), quinoline (7 mL), and copper powder (0.70 g, 11.0 mol) was carefully heated to 210° C. and maintained at that temperature until gas evolution ceased (about 10 minutes). The resulting mixture was cooled to 80° C. and poured into 1N HCl (120 mL). Chloroform (50 mL) was added and the mixture stirred for 5 minutes and filtered through a pad of celite. The pad was washed with an additional portion of chloroform (25 mL). The organic layer was sepa...